The task is: describe an organic reaction: reactants, conditions, products, and yield. This data is from the Open Reaction Database (ORD), a public repository of structured organic reaction records. Reactants: Nc1ccc(Br)nc1, [BH3-]C#N, ClCCl, [Na+], O=C1CCCC1. The product is Brc1ccc(NC2CCCC2)cn1. Reaction SMILES: [Br:1][c:2]1[cH:3][cH:4][c:5]([NH2:8])[cH:6][n:7]1.[C:15]([BH3-:16])#[N:17].[Cl:19][CH2:20][Cl:21].[Na+:18].[O:9]=[C:10]1[CH2:11][CH2:12][CH2:13][CH2:14]1>>[Br:1][c:2]1[cH:3][cH:4][c:5]([NH:8][CH:10]2[CH2:11][CH2:12][CH2:13][CH2:14]2)[cH:6][n:7]1. The reactants are O1C(CCCC1)OC=1C=C(C=CC1)C12OCC(CC1)(CC2)CCOCC(=O)OC(C)(C)C (tert-butyl 2-(2-(1-(3-(tetrahydro-2H-pyran-2-yloxy)phenyl)-2-oxabicyclo[2.2.2]octan-4-yl)ethoxy)acetate), CC1=CC=C(C=C1)S(=O)(=O)[O-].C1=CC=[NH+]C=C1 (PPTS). Solvent: CO (MeOH). Run at temperature 50 celsius, time 3 hour. Product: OC=1C=C(C=CC1)C12OCC(CC1)(CC2)CCOCC(=O)OC(C)(C)C (tert-Butyl 2-(2-(1-(3-hydroxyphenyl)-2-oxabicyclo[2.2.2]octan-4-yl)ethoxy)acetate). The yield is 89.0%. As a reaction SMILES: O1CCCCC1[O:7][C:8]1[CH:9]=[C:10]([C:14]23[CH2:21][CH2:20][C:17]([CH2:22][CH2:23][O:24][CH2:25][C:26]([O:28][C:29]([CH3:32])([CH3:31])[CH3:30])=[O:27])([CH2:18][CH2:19]2)[CH2:16][O:15]3)[CH:11]=[CH:12][CH:13]=1.CC1C=CC(S([O-])(=O)=O)=CC=1.C1C=C[NH+]=CC=1>CO>[OH:7][C:8]1[CH:9]=[C:10]([C:14]23[CH2:19][CH2:18][C:17]([CH2:22][CH2:23][O:24][CH2:25][C:26]([O:28][C:29]([CH3:32])([CH3:31])[CH3:30])=[O:27])([CH2:20][CH2:21]2)[CH2:16][O:15]3)[CH:11]=[CH:12][CH:13]=1 |f:1.2|. Reported procedure: A mixture of tert-butyl 2-(2-(1-(3-(tetrahydro-2H-pyran-2-yloxy)phenyl)-2-oxabicyclo[2.2.2]octan-4-yl)ethoxy)acetate (1000 mg, 2.24 mmol) and PPTS (169 mg, 0.672 mmol) in MeOH (10 ml) was stirred at 50° C. for 3 h. The reaction was concentrated in vacuo. The crude oil was purified by flash chromatography on SiO2 (0 to 30% EtOAc:hexanes) to afford the title compound (723 mg, 89% yield) as a white solid. LCMS, [M−H]+=361.4. 1H NMR (500 MHz, CDCl3) δ 7.19 (t, J=8.1 Hz, 1H), 6.96-6.91 (m, 2H), 6.71 ... Starting materials: C(C(C)C)C1=CC=C(C=C1)C(C(=O)O)C (2-(4-isobutylphenyl)propionic acid), S(O)(O)(=O)=O (sulfuric acid), C(CC)O (n-propyl alcohol), ice water. Product: C(CC)OC(C(C)C1=CC=C(C=C1)CC(C)C)=O (2-(4-isobutylphenyl)propionic acid-n-propyl ester). The yield is 89.7%. RXN SMILES: [CH2:1]([C:5]1[CH:10]=[CH:9][C:8]([CH:11]([CH3:15])[C:12]([OH:14])=[O:13])=[CH:7][CH:6]=1)[CH:2]([CH3:4])[CH3:3].S(=O)(=O)(O)O.[CH2:21](O)[CH2:22][CH3:23]>>[CH2:21]([O:13][C:12](=[O:14])[CH:11]([C:8]1[CH:7]=[CH:6][C:5]([CH2:1][CH:2]([CH3:4])[CH3:3])=[CH:10][CH:9]=1)[CH3:15])[CH2:22][CH3:23]. Reported procedure: A mixture of 5 g of 2-(4-isobutylphenyl)propionic acid, 7.3 g of n-propyl alcohol and 7.1 g of sulfuric acid was refluxed for 6 hours. After cooling, to the mixture was added ice-water. The resulting mixture was extracted with ether, and the extract was dehydrated. The ether was removed by distillation from the extract to leave an oily product. This product was distilled in vacuo to give 5.4 g of 2-(4-isobutylphenyl)propionic acid-n-propyl ester as a colorless oil, boiling at 100°-103° C./0.3 mm... Reactants: Cc1c(C)c2c(c(C)c1O)C(=O)CC(CCC(C)CCCC(C)C)(COc1ccc([N+](=O)[O-])cc1)O2, CC(=O)OC(C)=O, c1ccncc1, c1ccccc1. Product: CC(=O)Oc1c(C)c(C)c2c(c1C)C(=O)CC(CCC(C)CCCC(C)C)(COc1ccc([N+](=O)[O-])cc1)O2. As a reaction SMILES: [CH3:1][CH:2]([CH2:3][CH2:4][C:5]1([CH2:20][O:21][c:22]2[cH:23][cH:24][c:25]([N+:28](=[O:29])[O-:30])[cH:26][cH:27]2)[O:6][c:7]2[c:8]([CH3:19])[c:9]([CH3:18])[c:10]([OH:17])[c:11]([CH3:16])[c:12]2[C:13](=[O:15])[CH2:14]1)[CH2:31][CH2:32][CH2:33][CH:34]([CH3:35])[CH3:36].[CH3:37][C:38](=[O:39])[O:40][C:41](=[O:42])[CH3:43].[cH:44]1[cH:45][cH:46][n:47][cH:48][cH:49]1.[cH:50]1[cH:51][cH:52][cH:53][cH:54][cH:55]1>>[CH3:1][CH:2]([CH2:3][CH2:4][C:5]1([CH2:20][O:21][c:22]2[cH:23][cH:24][c:25]([N+:28](=[O:29])[O-:30])[cH:26][cH:27]2)[O:6][c:7]2[c:8]([CH3:19])[c:9]([CH3:18])[c:10]([O:17][C:38]([CH3:37])=[O:39])[c:11]([CH3:16])[c:12]2[C:13](=[O:15])[CH2:14]1)[CH2:31][CH2:32][CH2:33][CH:34]([CH3:35])[CH3:36]. Reactants: CCO, Nc1c(Cl)cccc1[N+](=O)[O-], [H][H], O. Product: Nc1cccc(Cl)c1N. RXN SMILES: [CH3:12][CH2:13][OH:14].[Cl:1][c:2]1[c:3]([NH2:4])[c:5]([N+:9]([O-:10])=[O:11])[cH:6][cH:7][cH:8]1.[H:15][H:16].[OH2:17]>>[Cl:1][c:2]1[c:3]([NH2:4])[c:5]([NH2:9])[cH:6][cH:7][cH:8]1. The reactants are CS(C)=O, Cc1ccccc1, CO[Si](CCCCl)(OC)OC, [Na+], [OH-], O=Cc1ccc(O)cc1. The product is CO[Si](CCCOc1ccc(C=O)cc1)(OC)OC. As a reaction SMILES: [CH3:10][S:11]([CH3:12])=[O:13].[CH3:27][c:28]1[cH:29][cH:30][cH:31][cH:32][cH:33]1.[Cl:16][CH2:17][CH2:18][CH2:19][Si:20]([O:21][CH3:22])([O:23][CH3:24])[O:25][CH3:26].[Na+:15].[OH-:14].[OH:1][c:2]1[cH:3][cH:4][c:5]([CH:6]=[O:7])[cH:8][cH:9]1>>[O:1]([c:2]1[cH:3][cH:4][c:5]([CH:6]=[O:7])[cH:8][cH:9]1)[CH2:17][CH2:18][CH2:19][Si:20]([O:21][CH3:22])([O:23][CH3:24])[O:25][CH3:26]. Starting materials: ethanolic solution, CN (methylamine), C(C)OC(=O)COC(C(=O)OCC)C(OC1=C(C=CC=C1)OC)C1=CC=CC=C1 (ethyl 2-ethoxycarbonylmethyloxy-3-phenyl-3(2-methoxyphenoxy)propionate). Run in C(C)O (ethanol). The product is COC1=C(OC(C2=CC=CC=C2)C2C(N(C(CO2)=O)C)=O)C=CC=C1 (2-[α-(2-methoxy-phenoxy)-benzyl]-4-methyl-morpholin-3,5-dione). Yield: 64.0%. As a reaction SMILES: C([O:3][C:4]([CH2:6][O:7][CH:8]([CH:14]([C:24]1[CH:29]=[CH:28][CH:27]=[CH:26][CH:25]=1)[O:15][C:16]1[CH:21]=[CH:20][CH:19]=[CH:18][C:17]=1[O:22][CH3:23])[C:9](OCC)=[O:10])=O)C.[CH3:30][NH2:31]>C(O)C>[CH3:23][O:22][C:17]1[CH:18]=[CH:19][CH:20]=[CH:21][C:16]=1[O:15][CH:14]([CH:8]1[O:7][CH2:6][C:4](=[O:3])[N:31]([CH3:30])[C:9]1=[O:10])[C:24]1[CH:29]=[CH:28][CH:27]=[CH:26][CH:25]=1. Procedure: 4 g of ethyl 2-ethoxycarbonylmethyloxy-3-phenyl-3(2-methoxyphenoxy)propionate dissolved in 30 ml of ethanol was heated in an autoclave at 150° C. for 20 hours with 20 ml of a 10% ethanolic solution of methylamine. Cooling was allowed to take place and the solvent was removed under reduced pressure. The residue was crystallized from ethanol to obtain 2.26 g of 2-[α-(2-methoxy-phenoxy)-benzyl]-4-methyl-morpholin-3,5-dione.